From a dataset of the Open Reaction Database (ORD), a public repository of structured organic reaction records. describe an organic reaction: reactants, conditions, products, and yield The product is CCC(CC)n1cc(C=CP(=O)(O)OCOC(=O)C(C)(C)C)c(=O)c2cc(F)c(NC3CCCCC3)cc21. As a reaction SMILES: [C:33]([C:34]([CH3:35])([CH3:36])[CH3:37])(=[O:38])[O:39][CH2:40][Cl:41].[CH2:52]([N+:53]([CH2:54][CH2:55][CH2:56][CH3:57])([CH2:58][CH2:59][CH2:60][CH3:61])[CH2:62][CH2:63][CH2:64][CH3:65])[CH2:66][CH2:67][CH3:68].[CH3:44][C:45]#[N:46].[CH:1]1([NH:7][c:8]2[c:9]([F:30])[cH:10][c:11]3[c:12](=[O:29])[c:13]([CH:23]=[CH:24][P:25]([OH:26])([OH:27])=[O:28])[cH:14][n:15]([CH:18]([CH2:19][CH3:20])[CH2:21][CH3:22])[c:16]3[cH:17]2)[CH2:2][CH2:3][CH2:4][CH2:5][CH2:6]1.[Cl-:42].[I-:32].[NH4+:43].[Na+:31].[S:47]([O-:48])([OH:49])(=[O:50])=[O:51]>>[CH:1]1([NH:7][c:8]2[c:9]([F:30])[cH:10][c:11]3[c:12](=[O:29])[c:13]([CH:23]=[CH:24][P:25](=[O:26])([OH:27])[O:28][CH2:40][O:39][C:33]([C:34]([CH3:35])([CH3:36])[CH3:37])=[O:38])[cH:14][n:15]([CH:18]([CH2:19][CH3:20])[CH2:21][CH3:22])[c:16]3[cH:17]2)[CH2:2][CH2:3][CH2:4][CH2:5][CH2:6]1. Reactants: CC(C)(C)C(=O)OCCl, CCCC[N+](CCCC)(CCCC)CCCC, CC#N, CCC(CC)n1cc(C=CP(=O)(O)O)c(=O)c2cc(F)c(NC3CCCCC3)cc21, [Cl-], [I-], [NH4+], [Na+], O=S(=O)([O-])O. Starting materials: CN(C)C(=S)Cl, [Cl-], [H-], [NH4+], [Na+], CN(C)C=O, CCOC(=O)CC1CCc2cc(O)ccc21. The product is CCOC(=O)CC1CCc2cc(OC(=S)N(C)C)ccc21. RXN SMILES: [CH3:19][N:20]([C:21](=[S:22])[Cl:23])[CH3:24].[Cl-:25].[H-:18].[NH4+:26].[Na+:17].[O:27]=[CH:28][N:29]([CH3:30])[CH3:31].[OH:1][c:2]1[cH:3][c:4]2[c:8]([cH:9][cH:10]1)[CH:7]([CH2:11][C:12](=[O:13])[O:14][CH2:15][CH3:16])[CH2:6][CH2:5]2>>[O:1]([c:2]1[cH:3][c:4]2[c:8]([cH:9][cH:10]1)[CH:7]([CH2:11][C:12](=[O:13])[O:14][CH2:15][CH3:16])[CH2:6][CH2:5]2)[C:21]([N:20]([CH3:19])[CH3:24])=[S:22]. The reactants are C(CCC#C)NC1=NC=CC=N1 (2-(pent-4-ynylamino)pyrimidine), C(C)(=O)OC(C)=O (acetic anhydride). Reagents/catalysts: S(O)(O)(=O)=O (sulfuric acid). Reaction conditions: temperature 90 celsius. Product: C(C)(=O)N(CCCC#C)C1=NC=CC=N1 (2-(N-Acetyl-N-pent-4-ynylamino)pyrimidine). As a reaction SMILES: [CH2:1]([NH:6][C:7]1[N:12]=[CH:11][CH:10]=[CH:9][N:8]=1)[CH2:2][CH2:3][C:4]#[CH:5].[C:13](OC(=O)C)(=[O:15])[CH3:14]>S(=O)(=O)(O)O>[C:13]([N:6]([C:7]1[N:8]=[CH:9][CH:10]=[CH:11][N:12]=1)[CH2:1][CH2:2][CH2:3][C:4]#[CH:5])(=[O:15])[CH3:14]. Procedure: A mixture of 2-(pent-4-ynylamino)pyrimidine (4.25 g, 26.4 mmol) and concentrated sulfuric acid (5 drops) in acetic anhydride (100 mL) was heated to 90° C. for 16 h. The mixture was cooled and partitioned between water and methylene chloride. The organic layer was dried (Na2SO4), filtered through a pad of silica and evaporated in vacuo to give the title compound: Reactants: CCOC(=O)c1cn2c3c(c(-c4cc(C)nc(C)c4)c(F)c(F)c3c1=O)OCC2C, CC(=O)[O-], Cl, [Na+]. Yields the product Cc1cc(-c2c(F)c(F)c3c(=O)c(C(=O)O)cn4c3c2OCC4C)cc(C)n1. RXN SMILES: [CH3:1][c:2]1[n:3][c:4]([CH3:30])[cH:5][c:6](-[c:8]2[c:9]([F:29])[c:10]([F:28])[c:11]3[c:12]4[n:13]([cH:19][c:20]([C:23](=[O:24])[O:25][CH2:26][CH3:27])[c:21]3=[O:22])[CH:14]([CH3:18])[CH2:15][O:16][c:17]24)[cH:7]1.[CH3:32][C:33](=[O:34])[O-:35].[ClH:36].[Na+:31]>>[CH3:1][c:2]1[n:3][c:4]([CH3:30])[cH:5][c:6](-[c:8]2[c:9]([F:29])[c:10]([F:28])[c:11]3[c:12]4[n:13]([cH:19][c:20]([C:23](=[O:24])[OH:25])[c:21]3=[O:22])[CH:14]([CH3:18])[CH2:15][O:16][c:17]24)[cH:7]1. Starting materials: CC(C)(C)C(C#N)C(=O)[O-], CS(C)=O, Cc1ccccc1, Cl, O=[N+]([O-])c1cc(-c2nc3ccccc3o2)ccc1F, [K+], [K+], O=C([O-])[O-], O, Cc1ccc(S(=O)(=O)O)cc1. Yields the product N#CCc1ccc(-c2nc3ccccc3o2)cc1[N+](=O)[O-]. As a reaction SMILES: [C:26]([CH:30]([C:27]([O-:28])=[O:29])[C:34]#[N:35])([CH3:31])([CH3:32])[CH3:33].[CH3:48][S:49]([CH3:50])=[O:51].[CH3:52][c:53]1[cH:54][cH:55][cH:56][cH:57][cH:58]1.[ClH:36].[F:1][c:2]1[c:3]([N+:17](=[O:18])[O-:19])[cH:4][c:5](-[c:8]2[o:9][c:10]3[c:11]([n:12]2)[cH:13][cH:14][cH:15][cH:16]3)[cH:6][cH:7]1.[K+:20].[K+:21].[O-:22][C:23]([O-:24])=[O:25].[OH2:59].[c:37]1([CH3:38])[cH:39][cH:40][c:41]([S:42]([OH:43])(=[O:44])=[O:45])[cH:46][cH:47]1>>[c:2]1([CH2:30][C:34]#[N:35])[c:3]([N+:17](=[O:18])[O-:19])[cH:4][c:5](-[c:8]2[o:9][c:10]3[c:11]([n:12]2)[cH:13][cH:14][cH:15][cH:16]3)[cH:6][cH:7]1. Starting materials: BrC1=CC=C(C=C1)CCOCCO (2-[2-(4-bromophenyl)ethoxy]ethanol), C(#N)[Cu] (CuCN). Solvent: CN(C)C=O (DMF). Run at temperature 145 celsius. Product: C(#N)C1=CC=C(C=C1)CCOCCO (2-[2-(4-Cyanophenyl)ethoxy]ethanol). RXN SMILES: Br[C:2]1[CH:7]=[CH:6][C:5]([CH2:8][CH2:9][O:10][CH2:11][CH2:12][OH:13])=[CH:4][CH:3]=1.[C:14]([Cu])#[N:15]>CN(C=O)C>[C:14]([C:2]1[CH:7]=[CH:6][C:5]([CH2:8][CH2:9][O:10][CH2:11][CH2:12][OH:13])=[CH:4][CH:3]=1)#[N:15]. Reported procedure: To a solution of 2-[2-(4-bromophenyl)ethoxy]ethanol (10.8 g, 0.044 mol; see step (iii) above in DMF (100 mL), CuCN (7.8 g, 0.088 mol) was added and refluxed at 140 to 150° C. overnight. After removal of DMF by distillation, the reaction was quenched by the addition of water. Inorganic matter was removed by filtration and the aqueous layer was extracted with ethyl acetate (4×100 mL). The combined organic layers were washed with water and brine before being concentrated. The crude product was puri...